Dataset: the Open Reaction Database (ORD), a public repository of structured organic reaction records. Task: describe an organic reaction: reactants, conditions, products, and yield The reactants are C1(CCCC1)N1C(=CC2=C1N=C(N=C2)NC2=NC=C(C(=O)O)C=C2)C(N(C)C)=O (6-(7-cyclopentyl-6-(dimethylcarbamoyl)-7H-pyrrolo[2,3-d]pyrimidin-2-ylamino)nicotinic acid), CN(C1C2CNCC1CC2)C (N,N-dimethyl-3-azabicyclo[3.2.1]octan-8-amine), amide. Yields the product C1(CCCC1)N1C(=CC2=C1N=C(N=C2)NC2=NC=C(C=C2)C(=O)N2CC1CCC(C2)C1N(C)C)C(=O)N(C)C (7-cyclopentyl-2-(5-(8-(dimethylamino)-3-azabicyclo[3.2.1]octane-3-carbonyl)pyridin-2-ylamino)-N,N-dimethyl-7H-pyrrolo[2,3-d]pyrimidine-6-carboxamide). The yield is 14.0%. As a reaction SMILES: [CH:1]1([N:6]2[C:10]3[N:11]=[C:12]([NH:15][C:16]4[CH:24]=[CH:23][C:19]([C:20](O)=[O:21])=[CH:18][N:17]=4)[N:13]=[CH:14][C:9]=3[CH:8]=[C:7]2[C:25](=[O:29])[N:26]([CH3:28])[CH3:27])[CH2:5][CH2:4][CH2:3][CH2:2]1.[CH3:30][N:31]([CH3:40])[CH:32]1[CH:37]2[CH2:38][CH2:39][CH:33]1[CH2:34][NH:35][CH2:36]2>>[CH:1]1([N:6]2[C:10]3[N:11]=[C:12]([NH:15][C:16]4[CH:24]=[CH:23][C:19]([C:20]([N:35]5[CH2:36][CH:37]6[CH:32]([N:31]([CH3:40])[CH3:30])[CH:33]([CH2:39][CH2:38]6)[CH2:34]5)=[O:21])=[CH:18][N:17]=4)[N:13]=[CH:14][C:9]=3[CH:8]=[C:7]2[C:25]([N:26]([CH3:27])[CH3:28])=[O:29])[CH2:5][CH2:4][CH2:3][CH2:2]1. Procedure: The 6-(7-cyclopentyl-6-(dimethylcarbamoyl)-7H-pyrrolo[2,3-d]pyrimidin-2-ylamino)nicotinic acid was combined with N,N-dimethyl-3-azabicyclo[3.2.1]octan-8-amine following amide formation method 3 which gave 7-cyclopentyl-2-(5-(8-(dimethylamino)-3-azabicyclo[3.2.1]octane-3-carbonyl)pyridin-2-ylamino)-N,N-dimethyl-7H-pyrrolo[2,3-d]pyrimidine-6-carboxamide (12 mg) 14% yield. 1H NMR (400 MHz, CDCl3) δ ppm 8.82 (s, 1H) 8.76 (s, 1H) 8.55 (d, J=9.60 Hz, 1H) 8.44 (d, J=2.02 Hz, 1H) 7.78 (dd, J=8.59, 2.02 ... Reactants: CC(=O)O, [Cl-], [O-][n+]1nc(Cl)nc2ccc(Cl)cc21, [NH4+], O, [Zn]. The product is Clc1ccc2nc(Cl)nnc2c1. Reaction SMILES: [CH3:16][C:17](=[O:18])[OH:19].[Cl-:14].[Cl:1][c:2]1[n:3][n+:4]([O-:13])[c:5]2[c:6]([n:7]1)[cH:8][cH:9][c:10]([Cl:12])[cH:11]2.[NH4+:15].[OH2:20].[Zn:21]>>[Cl:1][c:2]1[n:3][n:4][c:5]2[c:6]([n:7]1)[cH:8][cH:9][c:10]([Cl:12])[cH:11]2. Starting materials: BrCC(=O)C=1OC2=C(C1)C=CC=C2 (2-(Bromoacetyl)benzofuran), C(C)O (ethanol), NC(CCC(=O)OC)=S (methyl 4-amino-4-thioxobutyrate). The solvent is O (water). Product: O1C(=CC2=C1C=CC=C2)C=2N=C(SC2)CCC(=O)OCC (ethyl 3-[4-(2-benzofuranyl)thiazol-2-yl]propionate). RXN SMILES: Br[CH2:2][C:3]([C:5]1[O:6][C:7]2[CH:13]=[CH:12][CH:11]=[CH:10][C:8]=2[CH:9]=1)=O.[CH2:14](O)C.[NH2:17][C:18](=[S:25])[CH2:19][CH2:20][C:21]([O:23][CH3:24])=[O:22]>O>[O:6]1[C:7]2[CH:13]=[CH:12][CH:11]=[CH:10][C:8]=2[CH:9]=[C:5]1[C:3]1[N:17]=[C:18]([CH2:19][CH2:20][C:21]([O:23][CH2:24][CH3:14])=[O:22])[S:25][CH:2]=1. Procedure: 2-(Bromoacetyl)benzofuran (650 ml) was added to an ethanol (12 ml) solution of methyl 4-amino-4-thioxobutyrate (400 mg), which was heated under reflux overnight. After cooling, water was added to the reaction mixture, which was extracted with ethyl acetate. The organic layer was dried, concentrated, and then purified by silica gel column chromatography (eluent: hexane/ethyl acetate=4/1). The obtained crystals were washed with hexane to obtain ethyl 3-[4-(2-benzofuranyl)thiazol-2-yl]propionate (4... The reactants are CO, CCOC(C)=C1SC(=S)N(c2ccc(Cl)cc2)C1=O, [Na+], [OH-], O. The product is CC(O)=C1SC(=S)N(c2ccc(Cl)cc2)C1=O. As a reaction SMILES: [CH3:23][OH:24].[Cl:1][c:2]1[cH:3][cH:4][c:5]([N:8]2[C:9](=[S:19])[S:10][C:11](=[C:14]([CH3:15])[O:16][CH2:17][CH3:18])[C:12]2=[O:13])[cH:6][cH:7]1.[Na+:22].[OH-:21].[OH2:20]>>[Cl:1][c:2]1[cH:3][cH:4][c:5]([N:8]2[C:9](=[S:19])[S:10][C:11](=[C:14]([CH3:15])[OH:16])[C:12]2=[O:13])[cH:6][cH:7]1. The reactants are C(CCC)OCCOC1=CC=C(C=C1)C=1C=CC2=C(C=C(CCCN2CC(C)C)C(=O)NC2=CC=C(C=C2)SCC=2N(C=CN2)CCCC(=O)OCC)C1 (ethyl 4-(2-(((4-(((8-(4-(2-butoxyethoxy)phenyl)-1-isobutyl-1,2,3,4-tetrahydro-1-benzazocine-5-yl)carbonyl)amino)phenyl)sulfanyl)methyl)-imidazol-1-yl)butanoate), solution, ClC1=CC(=CC=C1)C(=O)OO (3-chloroperbenzoic acid). Solvent: ClCCl (dichloromethane), ClCCl (dichloromethane). Reaction conditions: time 1 hour. The product is C(CCC)OCCOC1=CC=C(C=C1)C=1C=CC2=C(C=C(CCCN2CC(C)C)C(=O)NC2=CC=C(C=C2)S(=O)CC=2N(C=CN2)CCCC(=O)OCC)C1 (ethyl 4-(2-(((4-(((8-(4-(2-butoxyethoxy)phenyl)-1-isobutyl-1,2,3,4-tetrahydro-1-benzoazocine-5-yl)carbonyl)amino)phenyl)sulfinyl)methyl)imidazol-1-yl)butanoate). The yield is 77.6%. RXN SMILES: [CH2:1]([O:5][CH2:6][CH2:7][O:8][C:9]1[CH:14]=[CH:13][C:12]([C:15]2[CH:16]=[CH:17][C:18]3[N:25]([CH2:26][CH:27]([CH3:29])[CH3:28])[CH2:24][CH2:23][CH2:22][C:21]([C:30]([NH:32][C:33]4[CH:38]=[CH:37][C:36]([S:39][CH2:40][C:41]5[N:42]([CH2:46][CH2:47][CH2:48][C:49]([O:51][CH2:52][CH3:53])=[O:50])[CH:43]=[CH:44][N:45]=5)=[CH:35][CH:34]=4)=[O:31])=[CH:20][C:19]=3[CH:54]=2)=[CH:11][CH:10]=1)[CH2:2][CH2:3][CH3:4].ClC1C=CC=C(C(OO)=[O:63])C=1>ClCCl>[CH2:1]([O:5][CH2:6][CH2:7][O:8][C:9]1[CH:10]=[CH:11][C:12]([C:15]2[CH:16]=[CH:17][C:18]3[N:25]([CH2:26][CH:27]([CH3:28])[CH3:29])[CH2:24][CH2:23][CH2:22][C:21]([C:30]([NH:32][C:33]4[CH:34]=[CH:35][C:36]([S:39]([CH2:40][C:41]5[N:42]([CH2:46][CH2:47][CH2:48][C:49]([O:51][CH2:52][CH3:53])=[O:50])[CH:43]=[CH:44][N:45]=5)=[O:63])=[CH:37][CH:38]=4)=[O:31])=[CH:20][C:19]=3[CH:54]=2)=[CH:13][CH:14]=1)[CH2:2][CH2:3][CH3:4]. Procedure details: To a solution of ethyl 4-(2-(((4-(((8-(4-(2-butoxyethoxy)phenyl)-1-isobutyl-1,2,3,4-tetrahydro-1-benzazocine-5-yl)carbonyl)amino)phenyl)sulfanyl)methyl)-imidazol-1-yl)butanoate (400 mg) in dichloromethane (10 ml) was added dropwise a 70% solution of 3-chloroperbenzoic acid (144 mg) in dichloromethane (10 ml) at −78° C. As such, the mixture was stirred for 1 hour. Then, dry ice-acetone bath was removed and an aqueous sodium thiosulfate solution was added with vigorous stirring. After stirring the... Reactants: [H-].[Na+] (sodium hydride), OC1=C(C=O)C=C(C=C1)I (2-hydroxy-5-iodo-benzaldehyde), solution, [BH4-].[Na+] (sodium borohydride), COCCOCOCl (2-methoxy-ethoxymethoxy chloride), Cl (HCl). The solvent is C1CCOC1 (THF), CCOCC (ether), C1CCOC1 (THF), CN1C(N(CCC1)C)=O (1,3-dimethyl-3,4,5,6-tetrahydro-2(1H)-pyrimidinone), O (water). Run at temperature -15 celsius, time 45 minute. Yields the product IC=1C=CC(=C(CO)C1)OCOCCOC (5-Iodo-2-(2-methoxy-ethoxymethoxy)-benzyl alcohol). Yield: 80.4%. RXN SMILES: [H-].[Na+].[OH:3][C:4]1[CH:11]=[CH:10][C:9]([I:12])=[CH:8][C:5]=1[CH:6]=[O:7].[CH3:13][O:14][CH2:15][CH2:16][O:17][CH2:18]OCl.[BH4-].[Na+].Cl>C1COCC1.O.CCOCC.CN1CCCN(C)C1=O>[I:12][C:9]1[CH:10]=[CH:11][C:4]([O:3][CH2:13][O:14][CH2:15][CH2:16][O:17][CH3:18])=[C:5]([CH:8]=1)[CH2:6][OH:7] |f:0.1,4.5|. Reported procedure: To a solution of sodium hydride (1.2 g of a 60% mineral oil dispersion, 52 mmol) in 25 mL of THF at 0° C., is added 2-hydroxy-5-iodo-benzaldehyde (7.0 g, 28 mmol). To the resulting solution is added 2-methoxy-ethoxymethoxy chloride (3.4 mL, 30 mmol) and 4 mL of 1,3-dimethyl-3,4,5,6-tetrahydro-2(1H)-pyrimidinone. The solution is allowed to warm to ambient temperatures. After 45 min., the solution is cooled to -15° C. and 6 mL of a 2M solution of sodium borohydride in THF is added. The solution is... Starting materials: O=C([O-])[O-], CCCCCCc1cccc(-c2nc(C#C[Si](C)(C)C)c(C(=O)N3CCC(N4CCCC4)CC3)n2C)c1, C1CCOC1, CCO, Cl, [K+], [K+]. Yields the product C#Cc1nc(-c2cccc(CCCCCC)c2)n(C)c1C(=O)N1CCC(N2CCCC2)CC1. Reaction SMILES: [C:38](=[O:39])([O-:40])[O-:41].[CH2:1]([CH2:2][CH2:3][CH2:4][CH2:5][CH3:6])[c:7]1[cH:8][c:9](-[c:13]2[n:14][c:15]([C:32]#[C:33][Si:34]([CH3:35])([CH3:36])[CH3:37])[c:16]([C:19](=[O:20])[N:21]3[CH2:22][CH2:23][CH:24]([N:27]4[CH2:28][CH2:29][CH2:30][CH2:31]4)[CH2:25][CH2:26]3)[n:17]2[CH3:18])[cH:10][cH:11][cH:12]1.[CH2:48]1[O:49][CH2:50][CH2:51][CH2:52]1.[CH3:45][CH2:46][OH:47].[ClH:44].[K+:42].[K+:43]>>[CH2:1]([CH2:2][CH2:3][CH2:4][CH2:5][CH3:6])[c:7]1[cH:8][c:9](-[c:13]2[n:14][c:15]([C:32]#[CH:33])[c:16]([C:19](=[O:20])[N:21]3[CH2:22][CH2:23][CH:24]([N:27]4[CH2:28][CH2:29][CH2:30][CH2:31]4)[CH2:25][CH2:26]3)[n:17]2[CH3:18])[cH:10][cH:11][cH:12]1.